Dataset: the Open Reaction Database (ORD), a public repository of structured organic reaction records. Task: describe an organic reaction: reactants, conditions, products, and yield The reactants are [Br-], Cc1ccccc1, CCOC(=O)c1cc(Cl)c(Cl)c(Cl)c1, [F-], [K+], C1COCCOCCOCCOCCOCCO1, c1ccc([P+](c2ccccc2)(c2ccccc2)c2ccccc2)cc1. Yields the product CCOC(=O)c1cc(Cl)c(F)c(Cl)c1. Reaction SMILES: [Br-:35].[CH3:61][c:62]1[cH:63][cH:64][cH:65][cH:66][cH:67]1.[Cl:21][c:22]1[cH:23][c:24]([C:25](=[O:26])[O:27][CH2:28][CH3:29])[cH:30][c:31]([Cl:34])[c:32]1[Cl:33].[F-:1].[K+:2].[O:3]1[CH2:4][CH2:5][O:6][CH2:7][CH2:8][O:9][CH2:10][CH2:11][O:12][CH2:13][CH2:14][O:15][CH2:16][CH2:17][O:18][CH2:19][CH2:20]1.[c:36]1([P+:37]([c:38]2[cH:39][cH:40][cH:41][cH:42][cH:43]2)([c:44]2[cH:45][cH:46][cH:47][cH:48][cH:49]2)[c:50]2[cH:51][cH:52][cH:53][cH:54][cH:55]2)[cH:56][cH:57][cH:58][cH:59][cH:60]1>>[F:1][c:32]1[c:22]([Cl:21])[cH:23][c:24]([C:25](=[O:26])[O:27][CH2:28][CH3:29])[cH:30][c:31]1[Cl:34]. Starting materials: COCCCN (3-methoxypropylamine), O.C(=O)(OC(C)(C)C)N[C@@H](CC(C)C)C(=O)O (Boc-L-leucine monohydrate). The product is C(=O)(OC(C)(C)C)N[C@@H](CC(C)C)C(=O)COCCCN (N-(Boc-L-leucyl)methoxypropylamine), product. The yield is 89.0%. Reaction SMILES: [CH3:1][O:2][CH2:3][CH2:4][CH2:5][NH2:6].O.[C:8]([NH:15][C@H:16]([C:21]([OH:23])=O)[CH2:17][CH:18]([CH3:20])[CH3:19])([O:10][C:11]([CH3:14])([CH3:13])[CH3:12])=[O:9]>>[C:8]([NH:15][C@H:16]([C:21]([CH2:1][O:2][CH2:3][CH2:4][CH2:5][NH2:6])=[O:23])[CH2:17][CH:18]([CH3:19])[CH3:20])([O:10][C:11]([CH3:12])([CH3:13])[CH3:14])=[O:9] |f:1.2|. Procedure details: In substantially the same manner as Working Example 2, 3-methoxypropylamine (6.1 ml, Wako Pure Chemical Industries, Ltd.) was condensed with Boc-L-leucine monohydrate (5.00 g, manufactured by Peptide Institute, Inc.) to afford N-(Boc-L-leucyl)methoxypropylamine (17.5 g) as a colorless waxy product (yield 89%). The Boc group was deprotected by using TFA, and 1.21 g of the resultant compound was condensed, in substantially the same manner as Working Example 2, with (2S,3S)-ethyl hydrogen N-Z-aziri...